From a dataset of the Open Reaction Database (ORD), a public repository of structured organic reaction records. describe an organic reaction: reactants, conditions, products, and yield RXN SMILES: [H-].[Na+].[CH2:3](O)[CH:4]=C.[CH2:7]([O:14][C:15]1[CH:16]=[C:17]2[C:21](=[CH:22][CH:23]=1)[NH:20][CH:19]=[C:18]2/[CH:24]=[CH:25]/[C:26]([O:28][CH3:29])=[O:27])[C:8]1[CH:13]=[CH:12][CH:11]=[CH:10][CH:9]=1>C1(C)C=CC=CC=1>[CH2:7]([O:14][C:15]1[CH:16]=[C:17]2[C:21](=[CH:22][CH:23]=1)[NH:20][CH:19]=[C:18]2/[CH:24]=[CH:25]/[C:26]([O:28][CH2:29][CH:3]=[CH2:4])=[O:27])[C:8]1[CH:9]=[CH:10][CH:11]=[CH:12][CH:13]=1 |f:0.1|. The product is C(C1=CC=CC=C1)OC=1C=C2C(=CNC2=CC1)/C=C/C(=O)OCC=C (Allyl (E)-3-(5-benzyloxy-1H-indol-3-yl)acrylate). Reported procedure: 17.45 g of a 55% w/w suspension of sodium hydride in mineral oil were suspended in 400 ml of toluene; to the resulting suspension were added 400 ml of allyl alcohol, whilst ice-cooling and under a nitrogen atmosphere. 122.93 g of methyl (E)-3-(5-benzyloxy-1H-indol-3-yl)acrylate were added thereto, and the mixture was heated under reflux for 10 minutes. The reaction mixture was then washed, in turn, with a saturated aqueous solution of citric acid, with a saturated aqueous solution of sodium hydr... Run in C1(=CC=CC=C1)C (toluene). Reactants: [H-].[Na+] (sodium hydride), C(C=C)O (allyl alcohol), C(C1=CC=CC=C1)OC=1C=C2C(=CNC2=CC1)/C=C/C(=O)OC (methyl (E)-3-(5-benzyloxy-1H-indol-3-yl)acrylate). Procedure: According to the procedure described in Example 67, the title compound was prepared by using 4-[6-(4-trifluoromethyl-phenyl)-pyrimidin-4-yloxy]-benzothiazol-2-ylamine, (Example 65), (0.19 g, 0.5 mmol), propionyl chloride (87 uL, 1 mmol, Aldrich), and 2-tert-butylimino-2-diethylamino-1,3-dimethyl-perhydro-1,3,2-diazaphosphorine, polymer bound (BEMP resin), (0.34 g, 0.75 mmol) in THF (5 mL). Purification by silica gel chromatography (1:4 of EtOAc/hexanes) provided the title compound as a white sol... Run in C1CCOC1 (THF). The product is FC(C1=CC=C(C=C1)C1=CC(=NC=N1)OC1=CC=CC2=C1N=C(S2)NC(CC)=O)(F)F (N-{4-[6-(4-Trifluoromethyl-phenyl)-pyrimidin-4-yloxy]-benzothiazol-2-yl}-propionamide). Reaction SMILES: [F:1][C:2]([F:27])([F:26])[C:3]1[CH:8]=[CH:7][C:6]([C:9]2[N:14]=[CH:13][N:12]=[C:11]([O:15][C:16]3[C:21]4[N:22]=[C:23]([NH2:25])[S:24][C:20]=4[CH:19]=[CH:18][CH:17]=3)[CH:10]=2)=[CH:5][CH:4]=1.[C:28](Cl)(=[O:31])[CH2:29][CH3:30].C(N=P1(N(CC)CC)N(C)CCCN1C)(C)(C)C.CCN(P1(N(CC2C=CC=CC=2)CCCN1C)=NC(C)(C)C)CC.C=CC1C=CC=CC=1.C=CC1C=CC(C=C)=CC=1>C1COCC1>[F:27][C:2]([F:26])([F:1])[C:3]1[CH:8]=[CH:7][C:6]([C:9]2[N:14]=[CH:13][N:12]=[C:11]([O:15][C:16]3[C:21]4[N:22]=[C:23]([NH:25][C:28](=[O:31])[CH2:29][CH3:30])[S:24][C:20]=4[CH:19]=[CH:18][CH:17]=3)[CH:10]=2)=[CH:5][CH:4]=1 |f:3.4.5|. Reactants: FC(C1=CC=C(C=C1)C1=CC(=NC=N1)OC1=CC=CC2=C1N=C(S2)N)(F)F (4-[6-(4-Trifluoromethyl-phenyl)-pyrimidin-4-yloxy]-benzothiazol-2-ylamine), CCN(CC)P1(=NC(C)(C)C)N(CCCN1CC2=CC=CC=C2)C.C=CC1=CC=CC=C1.C=CC1=CC=C(C=C1)C=C (BEMP resin), C(CC)(=O)Cl (propionyl chloride), C(C)(C)(C)N=P1(N(CCCN1C)C)N(CC)CC (2-tert-butylimino-2-diethylamino-1,3-dimethyl-perhydro-1,3,2-diazaphosphorine). The reactants are O=C([O-])[O-], CCc1nc2ccccc2[nH]1, Cn1c(CCN2CC(N3CCS(=O)(=O)CC3)C2)nc2c(N3CCOCC3)nc(Cl)nc21, [Cs+], [Cs+], C1COCCO1, O=C(C=Cc1ccccc1)C=Cc1ccccc1, O=C(C=Cc1ccccc1)C=Cc1ccccc1, O=C(C=Cc1ccccc1)C=Cc1ccccc1, [Pd], [Pd]. Product: CCc1nc2ccccc2n1-c1nc(N2CCOCC2)c2nc(CCN3CC(N4CCS(=O)(=O)CC4)C3)n(C)c2n1. RXN SMILES: [C:43](=[O:44])([O-:45])[O-:46].[CH2:32]([CH3:33])[c:34]1[nH:35][c:36]2[c:37]([n:38]1)[cH:39][cH:40][cH:41][cH:42]2.[Cl:1][c:2]1[n:3][c:4]([N:26]2[CH2:27][CH2:28][O:29][CH2:30][CH2:31]2)[c:5]2[n:6][c:7]([CH2:12][CH2:13][N:14]3[CH2:15][CH:16]([N:18]4[CH2:19][CH2:20][S:21](=[O:24])(=[O:25])[CH2:22][CH2:23]4)[CH2:17]3)[n:8]([CH3:11])[c:9]2[n:10]1.[Cs+:47].[Cs+:48].[O:49]1[CH2:50][CH2:51][O:52][CH2:53][CH2:54]1.[O:57]=[C:58]([CH:59]=[CH:60][c:61]1[cH:62][cH:63][cH:64][cH:65][cH:66]1)[CH:67]=[CH:68][c:69]1[cH:70][cH:71][cH:72][cH:73][cH:74]1.[O:75]=[C:76]([CH:77]=[CH:78][c:79]1[cH:80][cH:81][cH:82][cH:83][cH:84]1)[CH:85]=[CH:86][c:87]1[cH:88][cH:89][cH:90][cH:91][cH:92]1.[O:93]=[C:94]([CH:95]=[CH:96][c:97]1[cH:98][cH:99][cH:100][cH:101][cH:102]1)[CH:103]=[CH:104][c:105]1[cH:106][cH:107][cH:108][cH:109][cH:110]1.[Pd:55].[Pd:56]>>[c:2]1(-[n:35]2[c:34]([CH2:32][CH3:33])[n:38][c:37]3[c:36]2[cH:42][cH:41][cH:40][cH:39]3)[n:3][c:4]([N:26]2[CH2:27][CH2:28][O:29][CH2:30][CH2:31]2)[c:5]2[n:6][c:7]([CH2:12][CH2:13][N:14]3[CH2:15][CH:16]([N:18]4[CH2:19][CH2:20][S:21](=[O:24])(=[O:25])[CH2:22][CH2:23]4)[CH2:17]3)[n:8]([CH3:11])[c:9]2[n:10]1. Reactants: TEA, NCC(C(=O)N1CCN(CC1)C1=CC(=C(C=C1)Cl)Cl)CC1=CC=CC=C1 (2-(Aminomethyl)-1-(4-(3,4-dichlorophenyl)piperazin-1-yl)-3-phenylpropan-1-one), ClC1=CC=C(C(=O)Cl)C=C1 (4-chlorobenzoyl chloride). Run in C1CCOC1 (THF). Product: C(C1=CC=CC=C1)C(CNC(C1=CC=C(C=C1)Cl)=O)C(=O)N1CCN(CC1)C1=CC(=C(C=C1)Cl)Cl (N-(2-benzyl-3-(4-(3,4-dichlorophenyl)piperazin-1-yl)-3-oxopropyl)-4-chlorobenzamide). RXN SMILES: [NH2:1][CH2:2][CH:3]([CH2:20][C:21]1[CH:26]=[CH:25][CH:24]=[CH:23][CH:22]=1)[C:4]([N:6]1[CH2:11][CH2:10][N:9]([C:12]2[CH:17]=[CH:16][C:15]([Cl:18])=[C:14]([Cl:19])[CH:13]=2)[CH2:8][CH2:7]1)=[O:5].[Cl:27][C:28]1[CH:36]=[CH:35][C:31]([C:32](Cl)=[O:33])=[CH:30][CH:29]=1>C1COCC1>[CH2:20]([CH:3]([C:4]([N:6]1[CH2:7][CH2:8][N:9]([C:12]2[CH:17]=[CH:16][C:15]([Cl:18])=[C:14]([Cl:19])[CH:13]=2)[CH2:10][CH2:11]1)=[O:5])[CH2:2][NH:1][C:32](=[O:33])[C:31]1[CH:35]=[CH:36][C:28]([Cl:27])=[CH:29][CH:30]=1)[C:21]1[CH:26]=[CH:25][CH:24]=[CH:23][CH:22]=1. Reported procedure: 2-(Aminomethyl)-1-(4-(3,4-dichlorophenyl)piperazin-1-yl)-3-phenylpropan-1-one (40 mg, 0.1 mmol) was dissolved in THF and then TEA (10.3 mg, 0.1 mmol) followed by 4-chlorobenzoyl chloride (0.1 mmol) were added. Upon completion of addition, the reaction mixture was allowed to stir for several hours and then concentrated. The resulting concentrate was subjected to silica gel chromatography (100% EtOAc) to provide Example 7. MS Found 532.1 (M+H). Starting materials: Cl.CN(CCCN=C=NCC)C (1-(3-Dimethylaminopropyl)-3-ethyl carbodiimide hydrochloride), NCC(C)(O)C1=CC=C(C=C1)Br (1-amino-2-(4-bromophenyl) propan-2-ol), O.ON1N=NC2=C1C=CC=C2 (1-hydroxybenzotriazole hydrate), OC(CC(=O)O)(CC(=O)OCC)C(=O)OCC (3-hydroxy-3,4-bis (ethoxycarbonyl)butanoic acid). Reaction SMILES: Cl.CN(C)CCCN=C=NCC.O.ON1C2C=CC=CC=2N=N1.[OH:24][C:25]([C:36]([O:38]CC)=O)([CH2:30][C:31]([O:33][CH2:34][CH3:35])=[O:32])[CH2:26][C:27]([OH:29])=O.[NH2:41][CH2:42][C:43]([C:46]1[CH:51]=[CH:50][C:49]([Br:52])=[CH:48][CH:47]=1)([OH:45])[CH3:44]>C1COCC1.C(N(CC)CC)C.C(Cl)Cl>[Br:52][C:49]1[CH:48]=[CH:47][C:46]([C:43]([OH:45])([CH3:44])[CH2:42][N:41]2[C:27](=[O:29])[CH2:26][C:25]([CH2:30][C:31]([O:33][CH2:34][CH3:35])=[O:32])([OH:24])[C:36]2=[O:38])=[CH:51][CH:50]=1 |f:0.1,2.3|. The solvent is C(Cl)Cl (CH2Cl2), C1CCOC1 (THF), C1CCOC1 (THF), C(C)N(CC)CC (triethylamine). Yields the product BrC1=CC=C(C=C1)C(CN1C(C(CC1=O)(O)CC(=O)OCC)=O)(C)O (1-[2-(4-bromophenyl)-2-hydroxy-propyl]-3-hydroxy-2,5-dioxopyrrolidin-3-ylacetic acid, ethyl ester). Yield: 27.7%. Reaction conditions: time 18 hour. Procedure details: 1-(3-Dimethylaminopropyl)-3-ethyl carbodiimide hydrochloride (0.833 g, 4.34 mmol) followed by 1-hydroxybenzotriazole hydrate (0.66 g, 4.35 mmol), 3-hydroxy-3,4-bis (ethoxycarbonyl)butanoic acid (1.08 g, 4.35 mmol) in THF (50 ml) and triethylamine is added to a stirred solution of 1-amino-2-(4-bromophenyl) propan-2-ol (Preparation 19, 1 g, 4.35 mmol) in THF (45 ml). The reaction mixture is stirred at ambient temperature for 18 hrs, diluted with CH2Cl2 and washed with saturated NaHCO3 solution fol...